This data is from the Open Reaction Database (ORD), a public repository of structured organic reaction records. The task is: describe an organic reaction: reactants, conditions, products, and yield The reactants are C1(=CC=C(C=C1)C(=O)N1[C@@H](CC(C1)=NOC)C(N)=NO)C1=CC=CC=C1 ((2S,4EZ)-1-([1,1′-biphenyl]-4-ylcarbonyl)-N′-hydroxy-4-(methoxyimino)-2-pyrrolidinecarboximidamide), C1(=CC=C(C=C1)C(=O)N1[C@@H](CC(C1)=NOC)C(N)=NO)C1=CC=CC=C1 ((2S,4EZ)-1-([1,1′-biphenyl]-4-ylcarbonyl)-N′-hydroxy-4-(methoxyimino)-2-pyrrolidinecarboximidamide), O[C@@H](CC(=O)O)C1=CC=CC=C1 ((3S)-3-hydroxy-3-phenylpropanoic acid). Product: CON=C1CN([C@@H](C1)C1=NOC(=N1)C[C@@H](C1=CC=CC=C1)O)C(=O)C1=CC=C(C=C1)C1=CC=CC=C1 ((3EZ,5S)-1-([1,1′-biphenyl]-4-ylcarbonyl)-5-{5-[(2S)-2-hydroxy-2-phenylethyl]-1,2,4-oxadiazol-3-yl}-3-pyrrolidinone O-methyloxime). As a reaction SMILES: [C:1]1([C:21]2[CH:26]=[CH:25][CH:24]=[CH:23][CH:22]=2)[CH:6]=[CH:5][C:4]([C:7]([N:9]2[CH2:13][C:12](=[N:14][O:15][CH3:16])[CH2:11][C@H:10]2[C:17](=[N:19][OH:20])[NH2:18])=[O:8])=[CH:3][CH:2]=1.[OH:27][C@H:28]([C:33]1[CH:38]=[CH:37][CH:36]=[CH:35][CH:34]=1)[CH2:29][C:30](O)=O>>[CH3:16][O:15][N:14]=[C:12]1[CH2:11][C@@H:10]([C:17]2[N:18]=[C:30]([CH2:29][C@H:28]([OH:27])[C:33]3[CH:38]=[CH:37][CH:36]=[CH:35][CH:34]=3)[O:20][N:19]=2)[N:9]([C:7]([C:4]2[CH:3]=[CH:2][C:1]([C:21]3[CH:26]=[CH:25][CH:24]=[CH:23][CH:22]=3)=[CH:6][CH:5]=2)=[O:8])[CH2:13]1. Procedure details: Following the general method as outlined in Example 15, starting from (2S,4EZ)-1-([1,1′-biphenyl]-4-ylcarbonyl)-N′-hydroxy-4-(methoxyimino)-2-pyrrolidinecarboximidamide (Intermediate 8) and (3S)-3-hydroxy-3-phenylpropanoic acid, the title compound was obtained in 89% purity by HPLC. MS(ESI+): m/z=483.3. Starting materials: CC#N, CCOC(=O)Cl, Nc1ccccc1S(N)(=O)=O, O, c1ccncc1. Product: CCOC(=O)c1ccccc1S(N)(=O)=O. As a reaction SMILES: [CH3:25][C:26]#[N:27].[Cl:1][C:2](=[O:3])[O:4][CH2:5][CH3:6].[NH2:7][c:8]1[c:9]([S:14](=[O:15])(=[O:16])[NH2:17])[cH:10][cH:11][cH:12][cH:13]1.[OH2:24].[cH:18]1[cH:19][cH:20][n:21][cH:22][cH:23]1>>[C:2](=[O:3])([O:4][CH2:5][CH3:6])[c:8]1[c:9]([S:14](=[O:15])(=[O:16])[NH2:17])[cH:10][cH:11][cH:12][cH:13]1. Reactants: ClC1=NC=CC=C1[N+](=O)[O-] (2-chloro-3-nitropyridine), ClC1=CC=C(N)C=C1 (4-chloroaniline), C([O-])([O-])=O.[K+].[K+] (potassium carbonate), ice water. The solvent is CN(C=O)C (N,N-dimethylformamide). Run at temperature 100 celsius, time 18 hour. Product: ClC1=CC=C(C=C1)NC1=NC=CC=C1[N+](=O)[O-] (N-(4-chlorophenyl)-3-nitropyridin-2-amine). Reaction SMILES: Cl[C:2]1[C:7]([N+:8]([O-:10])=[O:9])=[CH:6][CH:5]=[CH:4][N:3]=1.[Cl:11][C:12]1[CH:18]=[CH:17][C:15]([NH2:16])=[CH:14][CH:13]=1.C(=O)([O-])[O-].[K+].[K+]>CN(C)C=O>[Cl:11][C:12]1[CH:18]=[CH:17][C:15]([NH:16][C:2]2[C:7]([N+:8]([O-:10])=[O:9])=[CH:6][CH:5]=[CH:4][N:3]=2)=[CH:14][CH:13]=1 |f:2.3.4|. Procedure: To a solution of 2-chloro-3-nitropyridine (15.4 g, 97.1 mmol) in N,N-dimethylformamide (100 mL) were added 4-chloroaniline (12.4 g, 97.2 mmol) and potassium carbonate (20 g, 140 mmol). The reaction mixture was stirred at 100° C. for 18 hours, and then poured into ice-water (200 mL). The precipitate was collected via filtration and washed with water (3×30 mL) to provide the product as a black solid. Yield: 15 g, 60 mmol, 62%. 1H NMR (400 MHz, DMSO-d6) δ 9.97 (br s, 1H), 8.47-8.57 (m, 2H), 7.69 (d...